The task is: describe an organic reaction: reactants, conditions, products, and yield. This data is from the Open Reaction Database (ORD), a public repository of structured organic reaction records. Reactants: COC(CC(C)=O)=O (3-oxo-butyric acid methyl ester), R3—(CH2)m—NH2, C1(CC1)CN (cyclopropanemethylamine), BrCC(=O)C1=C(C=CC(=C1)OC)OC (2-bromo-1-(2,5-dimethoxy-phenyl)-ethanone), C(CC1=CC=CC=C1)N (phenethylamine). Yields the product C1(CC1)CNC(=O)C1=C(N(C(=C1)C1=C(C=CC(=C1)OC)OC)CCC1=CC=CC=C1)C (5-(2,5-Dimethoxy-phenyl)-2-methyl-1-phenethyl-1H-pyrrole-3-carboxylic acid cyclopropylmethyl-amide). RXN SMILES: C[O:2][C:3](=O)[CH2:4][C:5](=O)[CH3:6].Br[CH2:10][C:11]([C:13]1[CH:18]=[C:17]([O:19][CH3:20])[CH:16]=[CH:15][C:14]=1[O:21][CH3:22])=O.[CH2:23]([NH2:31])[CH2:24][C:25]1[CH:30]=[CH:29][CH:28]=[CH:27][CH:26]=1.[CH:32]1([CH2:35][NH2:36])[CH2:34][CH2:33]1>>[CH:32]1([CH2:35][NH:36][C:3]([C:4]2[CH:10]=[C:11]([C:13]3[CH:18]=[C:17]([O:19][CH3:20])[CH:16]=[CH:15][C:14]=3[O:21][CH3:22])[N:31]([CH2:23][CH2:24][C:25]3[CH:30]=[CH:29][CH:28]=[CH:27][CH:26]=3)[C:5]=2[CH3:6])=[O:2])[CH2:34][CH2:33]1. Procedure: The title compound was synthesized in analogy to Example 68, using 3-oxo-butyric acid methyl ester as compound of formula R, 2-bromo-1-(2,5-dimethoxy-phenyl)-ethanone as compound of formula S, phenethylamine as R3—(CH2)m—NH2 and cyclopropanemethylamine as R1R2NH, MS (ISP) 419.2 (M+H)+. Starting materials: ClC1=NC=C(C(=O)OCC)C(=C1)NC(C)C (ethyl 6-chloro-4-(isopropylamino)nicotinate), Cl.CONC (O,N-dimethylhydroxylamine hydrochloride), C(=O)([O-])[O-].[Na+].[Na+] (Na2CO3). Procedure details: A mixture of ethyl 6-chloro-4-(isopropylamino)nicotinate (3.0 g, 12.4 mmol), O,N-dimethylhydroxylamine hydrochloride (35.0 g, 0.35 mol) in dioxane (10 mL) was heated at 180° C. for 6 h. After cooling to RT, the reaction mixture was neutralized with saturated Na2CO3 solution to pH 7-8. The aqueous mixture was concentrated under reduced pressure and was extracted with EtOAc (3×100 mL). The combined organics were washed with brine, dried (MgSO4) and concentrated to give ethyl 4-(isopropylamino)-6-(... The product is C(C)(C)NC1=CC(=NC=C1C(=O)OCC)N(C)OC (ethyl 4-(isopropylamino)-6-(methoxy(methyl)amino)nicotinate). Run at temperature 180 celsius. Yield: 96.5%. RXN SMILES: Cl[C:2]1[CH:12]=[C:11]([NH:13][CH:14]([CH3:16])[CH3:15])[C:5]([C:6]([O:8][CH2:9][CH3:10])=[O:7])=[CH:4][N:3]=1.Cl.[CH3:18][O:19][NH:20][CH3:21].C([O-])([O-])=O.[Na+].[Na+]>O1CCOCC1>[CH:14]([NH:13][C:11]1[C:5]([C:6]([O:8][CH2:9][CH3:10])=[O:7])=[CH:4][N:3]=[C:2]([N:20]([O:19][CH3:18])[CH3:21])[CH:12]=1)([CH3:16])[CH3:15] |f:1.2,3.4.5|. The solvent is O1CCOCC1 (dioxane). The reactants are [BH4-], N#Cc1cc(C(=O)c2ccc(-n3ccnc3)cc2)n2c1ccc1ccccc12, CO, ClC(Cl)Cl, [Na+]. Yields the product N#Cc1cc(C(O)c2ccc(-n3ccnc3)cc2)n2c1ccc1ccccc12. RXN SMILES: [BH4-:29].[C:1](#[N:2])[c:3]1[cH:4][c:5]([C:16]([c:17]2[cH:18][cH:19][c:20](-[n:23]3[cH:24][n:25][cH:26][cH:27]3)[cH:21][cH:22]2)=[O:28])[n:6]2[c:7]1[cH:8][cH:9][c:10]1[cH:11][cH:12][cH:13][cH:14][c:15]21.[CH3:35][OH:36].[CH:31]([Cl:32])([Cl:33])[Cl:34].[Na+:30]>>[C:1](#[N:2])[c:3]1[cH:4][c:5]([CH:16]([c:17]2[cH:18][cH:19][c:20](-[n:23]3[cH:24][n:25][cH:26][cH:27]3)[cH:21][cH:22]2)[OH:28])[n:6]2[c:7]1[cH:8][cH:9][c:10]1[cH:11][cH:12][cH:13][cH:14][c:15]21. The reactants are Cl.COC1=CC(=CC2=CC=CC=C12)CC(C)N (2-(4-methoxy-naphthalen-2-yl) 1-methyl-ethylamine hydrochloride), BrBr (bromine). The solvent is ClCCl (dichloromethane). Yields the product Cl.BrC1=C(C=C(C2=CC=CC=C12)OC)CC(C)N (2-(1-Bromo-4-methoxy-naphthalen-2-yl)-1-methylethylamine hydrochloride). RXN SMILES: [ClH:1].[CH3:2][O:3][C:4]1[C:13]2[C:8](=[CH:9][CH:10]=[CH:11][CH:12]=2)[CH:7]=[C:6]([CH2:14][CH:15]([NH2:17])[CH3:16])[CH:5]=1.[Br:18]Br>ClCCl>[ClH:1].[Br:18][C:7]1[C:8]2[C:13](=[CH:12][CH:11]=[CH:10][CH:9]=2)[C:4]([O:3][CH3:2])=[CH:5][C:6]=1[CH2:14][CH:15]([NH2:17])[CH3:16] |f:0.1,4.5|. Procedure: To a cold heterogeneous solution (ice bath) of 2-(4-methoxy-naphthalen-2-yl) 1-methyl-ethylamine hydrochloride (0.10 g, 0.39 mmol, Example 11) in dichloromethane, was added bromine (0.07 g, 0.43 mmol) via syringe. After 1 h the volatiles were evaporated and the residue was partitioned in a mixture of ethyl acetate (20 mL) and a saturated aqueous solution of bicarbonate (20 mL). The organic layer was separated, dried (MgSO4), and concentrated in vacuo. The residue was dissolved in ethyl ether (20... The reactants are ClCC1CCOCO1 (1-chloro-2,4-methylenedioxybutane), C1(CCCCC1)CN (cyclohexylmethylamine), C([O-])([O-])=O.[K+].[K+] (potassium carbonate), [I-].[Na+] (sodiumiodide). Solvent: CN(C=O)C (dimethylformamide). The product is C1OC(CNCC2CCCCC2)CCO1 (N-(2,4-methylenedioxy-1-butyl)-N-cyclohexylmethylamine). RXN SMILES: Cl[CH2:2][CH:3]1[O:8][CH2:7][O:6][CH2:5][CH2:4]1.[CH:9]1([CH2:15][NH2:16])[CH2:14][CH2:13][CH2:12][CH2:11][CH2:10]1.C(=O)([O-])[O-].[K+].[K+].[I-].[Na+]>CN(C)C=O>[CH2:7]1[O:6][CH2:5][CH2:4][CH:3]([CH2:2][NH:16][CH2:15][CH:9]2[CH2:14][CH2:13][CH2:12][CH2:11][CH2:10]2)[O:8]1 |f:2.3.4,5.6|. Procedure: 7.7 Grams of 1-chloro-2,4-methylenedioxybutane and 6.4 g of cyclohexylmethylamine are dissolved in 80 ml of dimethylformamide (DMF). Thereto are added 9.4 g of potassium carbonate and 17.0 g of sodiumiodide. The mixture is refluxed for 3 hours with heating. DMF is removed by evaporation under reduced pressure. The residue is extracted with diethyl ether. The extract is washed with water and dried with anhdyrous magnesium sulfate. The solvent is removed by evaporation. The residue is purified by ... Starting materials: [Al+3], C[Si](C)(C)C#N, COc1ccc(C=O)cc1F, [H-], [H-], [H-], [H-], [I-], [I-], [Li+], [Na+], [OH-], O, [Zn+2]. Yields the product COc1ccc(C(O)CN)cc1F. Reaction SMILES: [Al+3:19].[CH3:12][Si:13]([CH3:14])([CH3:15])[C:16]#[N:17].[F:1][c:2]1[cH:3][c:4]([CH:5]=[O:6])[cH:7][cH:8][c:9]1[O:10][CH3:11].[H-:18].[H-:21].[H-:22].[H-:23].[I-:26].[I-:28].[Li+:20].[Na+:25].[OH-:24].[OH2:29].[Zn+2:27]>>[F:1][c:2]1[cH:3][c:4]([CH:5]([OH:6])[CH2:16][NH2:17])[cH:7][cH:8][c:9]1[O:10][CH3:11]. Reactants: CCOC(OCC)c1ccc(CN2CCC3(CCN(CC(C)C)CC3)C2)cc1, ClCCl, [Na+], [OH-], O=C(O)C(F)(F)F. Product: CC(C)CN1CCC2(CC1)CCN(Cc1ccc(C=O)cc1)C2. Reaction SMILES: [CH2:1]([O:3][CH:4]([O:2][CH2:26][CH3:27])[c:5]1[cH:6][cH:7][c:8]([CH2:9][N:10]2[CH2:11][C:12]3([CH2:13][CH2:14]2)[CH2:15][CH2:16][N:17]([CH2:20][CH:21]([CH3:22])[CH3:23])[CH2:18][CH2:19]3)[cH:24][cH:25]1)[CH3:28].[Cl:38][CH2:39][Cl:40].[Na+:37].[OH-:36].[OH:29][C:30]([C:31]([F:32])([F:33])[F:34])=[O:35]>>[O:3]=[CH:4][c:5]1[cH:6][cH:7][c:8]([CH2:9][N:10]2[CH2:11][C:12]3([CH2:13][CH2:14]2)[CH2:15][CH2:16][N:17]([CH2:20][CH:21]([CH3:22])[CH3:23])[CH2:18][CH2:19]3)[cH:24][cH:25]1.